The task is: describe an organic reaction: reactants, conditions, products, and yield. This data is from the Open Reaction Database (ORD), a public repository of structured organic reaction records. The reactants are C(=O)([O-])[O-].[Na+].[Na+] (Na2CO3), O (water), CC1=C(NCC2=C(C3=CC=CC=C3C=C2)B2OC(C(O2)(C)C)(C)C)C=CC=C1 (2-methyl-N-{[1-(4,4,5,5-tetramethyl-1,3,2-dioxaborolan-2-yl)-2-naphthyl]methyl}aniline), BrC1=CC=CC(=N1)CNC1=C(C=CC=C1C(CC)CC)C(CC)CC (N-[(6-bromopyridin-2-yl)methyl]-2,6-bis(1-ethylpropyl)aniline). The reagents and catalysts are C=1C=CC(=CC1)[P](C=2C=CC=CC2)(C=3C=CC=CC3)[Pd]([P](C=4C=CC=CC4)(C=5C=CC=CC5)C=6C=CC=CC6)([P](C=7C=CC=CC7)(C=8C=CC=CC8)C=9C=CC=CC9)[P](C=1C=CC=CC1)(C=1C=CC=CC1)C=1C=CC=CC1 (Pd(PPh3)4). Solvent: CO (methanol), C1(=CC=CC=C1)C (toluene). Run at temperature 70 celsius, time 12 hour. The product is C(C)C(CC)C1=C(NCC2=NC(=CC=C2)C2=C(C=CC3=CC=CC=C23)CNC2=C(C=CC=C2)C)C(=CC=C1)C(CC)CC (2,6-Bis(1-ethylpropyl)-N-{[6-(2-{[(2-methylphenyl)amino]methyl}-1-naphthyl)pyridin-2-yl]methyl}aniline). Reaction SMILES: C([O-])([O-])=O.[Na+].[Na+].O.[CH3:8][C:9]1[CH:35]=[CH:34][CH:33]=[CH:32][C:10]=1[NH:11][CH2:12][C:13]1[CH:22]=[CH:21][C:20]2[C:15](=[CH:16][CH:17]=[CH:18][CH:19]=2)[C:14]=1B1OC(C)(C)C(C)(C)O1.Br[C:37]1[N:42]=[C:41]([CH2:43][NH:44][C:45]2[C:50]([CH:51]([CH2:54][CH3:55])[CH2:52][CH3:53])=[CH:49][CH:48]=[CH:47][C:46]=2[CH:56]([CH2:59][CH3:60])[CH2:57][CH3:58])[CH:40]=[CH:39][CH:38]=1>C1(C)C=CC=CC=1.C1C=CC([P]([Pd]([P](C2C=CC=CC=2)(C2C=CC=CC=2)C2C=CC=CC=2)([P](C2C=CC=CC=2)(C2C=CC=CC=2)C2C=CC=CC=2)[P](C2C=CC=CC=2)(C2C=CC=CC=2)C2C=CC=CC=2)(C2C=CC=CC=2)C2C=CC=CC=2)=CC=1.CO>[CH2:57]([CH:56]([C:46]1[CH:47]=[CH:48][CH:49]=[C:50]([CH:51]([CH2:54][CH3:55])[CH2:52][CH3:53])[C:45]=1[NH:44][CH2:43][C:41]1[CH:40]=[CH:39][CH:38]=[C:37]([C:14]2[C:15]3[C:20](=[CH:19][CH:18]=[CH:17][CH:16]=3)[CH:21]=[CH:22][C:13]=2[CH2:12][NH:11][C:10]2[CH:32]=[CH:33][CH:34]=[CH:35][C:9]=2[CH3:8])[N:42]=1)[CH2:59][CH3:60])[CH3:58] |f:0.1.2,^1:71,73,92,111|. Reported procedure: A mixture of 2.50 g (6.7 mmol) of Na2CO3×10H2O, 69 ml of water and 22 ml of methanol was purged with argon for 30 min. The obtained solution was added to a mixture of 2.50 g (6.7 mmol) of 2-methyl-N-{[1-(4,4,5,5-tetramethyl-1,3,2-dioxaborolan-2-yl)-2-naphthyl]methyl}aniline, 2.70 g (6.7 mmol) of N-[(6-bromopyridin-2-yl)methyl]-2,6-bis(1-ethylpropyl)aniline, and 0.39 g (0.34 mmol) of Pd(PPh3)4 in 90 ml of toluene. This mixture was stirred for 12 h at 70° C., then cooled to room temperature. The o... Starting materials: C(=O)C=1C=C(C=CC1[N+](=O)[O-])OCCCC(=O)Cl (4-(3-formyl-4-nitrophenyl)oxybutyric acid chloride), C1(CCCCC1)NC(CN)=O (N-cyclohexyl glycinamide), C([O-])([O-])=O.[Na+].[Na+] (sodium carbonate). The solvent is O1CCCC1 (tetrahydrofuran). Conditions: temperature 5 celsius, time 1 hour. The product is C1(CCCCC1)N(C(CCCOC1=CC(=C(C=C1)[N+](=O)[O-])C=O)=O)CC(=O)N (2-(N-cyclohexyl-4-(3-formyl-4-nitrophenyl)oxybutyramidyl)acetamide). As a reaction SMILES: [CH:1]([C:3]1[CH:4]=[C:5]([O:12][CH2:13][CH2:14][CH2:15][C:16](Cl)=[O:17])[CH:6]=[CH:7][C:8]=1[N+:9]([O-:11])=[O:10])=[O:2].[CH:19]1([NH:25][C:26](=O)[CH2:27][NH2:28])[CH2:24][CH2:23][CH2:22][CH2:21][CH2:20]1.C(=O)([O-])[O-:31].[Na+].[Na+]>O1CCCC1>[CH:19]1([N:25]([CH2:26][C:27]([NH2:28])=[O:31])[C:16](=[O:17])[CH2:15][CH2:14][CH2:13][O:12][C:5]2[CH:6]=[CH:7][C:8]([N+:9]([O-:11])=[O:10])=[C:3]([CH:1]=[O:2])[CH:4]=2)[CH2:24][CH2:23][CH2:22][CH2:21][CH2:20]1 |f:2.3.4|. Reported procedure: A solution of 4-(3-formyl-4-nitrophenyl)oxybutyric acid chloride was added dropwise to a solution of N-cyclohexyl glycinamide (7.8 g) and sodium carbonate (6.90 g) in aqueous tetrahydrofuran cooled to 5° C. The reaction was stirred at room temperature for 1 hour, then extracted with ethyl acetate. The organic extract was washed with saturated sodium bicarbonate three times, 3×1M HCl and 2×brine, filtered and the solvent evaporated to give 2-(N-cyclohexyl-4-(3-formyl-4-nitrophenyl)oxybutyramidyl)... Reaction conditions: temperature 65 celsius, time 8 hour. Procedure: To 5-methylisophthalic acid (Aldrich, 5 g, 27.7) in MeOH (37.5 ml)/THF (112.5 ml), conc. H2SO4 (1.25 ml) was added and stirred at 65° C. for 8 h. Reaction mixture was cooled to room temperature and solvent removed. Then reaction mixture was diluted with water and extracted with ethylacetate. Crude residue was column chromatographed to yield 2.5 g of 3-(methoxycarbonyl)-5-methylbenzoic acid as a white solid. As a reaction SMILES: [CH3:1][C:2]1[CH:3]=[C:4]([C:11]([OH:13])=[O:12])[CH:5]=[C:6]([CH:10]=1)[C:7]([OH:9])=[O:8].[CH2:14]1COCC1.OS(O)(=O)=O>CO.O>[CH3:14][O:12][C:11]([C:4]1[CH:5]=[C:6]([CH:10]=[C:2]([CH3:1])[CH:3]=1)[C:7]([OH:9])=[O:8])=[O:13]. Solvent: CO (MeOH), O (water). Product: COC(=O)C=1C=C(C(=O)O)C=C(C1)C (3-(methoxycarbonyl)-5-methylbenzoic acid). The reactants are CC=1C=C(C=C(C(=O)O)C1)C(=O)O (5-methylisophthalic acid), C1CCOC1 (THF), OS(=O)(=O)O (H2SO4). Starting materials: C(C)N1N=CC=C1OC=1C(=NC=C(C1)SC1=NC=CC=C1)NC1=NC(=NS1)[C@@H]1OC(OC1(C)C)(C)C ((S)-N-(3-(1-ethyl-1H-pyrazol-5-yloxy)-5-(pyridin-2-ylthio)pyridin-2-yl)-3-(2,2,5,5-tetramethyl-1,3-dioxolan-4-yl)-1,2,4-thiadiazol-5-amine), O (water), Cl (HCl). Run in CCO (EtOH). Product: C(C)N1N=CC=C1OC=1C(=NC=C(C1)SC1=NC=CC=C1)NC1=NC(=NS1)[C@@H](C(C)(O)C)O ((S)-1-(5-(3-(1-ethyl-1H-pyrazol-5-yloxy)-5-(pyridin-2-ylthio)pyridin-2-ylamino)-1,2,4-thiadiazol-3-yl)-2-methylpropane-1,2-diol). The yield is 92.9%. As a reaction SMILES: [CH2:1]([N:3]1[C:7]([O:8][C:9]2[C:10]([NH:22][C:23]3[S:27][N:26]=[C:25]([C@H:28]4[C:32]([CH3:34])([CH3:33])[O:31]C(C)(C)[O:29]4)[N:24]=3)=[N:11][CH:12]=[C:13]([S:15][C:16]3[CH:21]=[CH:20][CH:19]=[CH:18][N:17]=3)[CH:14]=2)=[CH:6][CH:5]=[N:4]1)[CH3:2].O.Cl>CCO>[CH2:1]([N:3]1[C:7]([O:8][C:9]2[C:10]([NH:22][C:23]3[S:27][N:26]=[C:25]([C@H:28]([OH:29])[C:32]([CH3:34])([OH:31])[CH3:33])[N:24]=3)=[N:11][CH:12]=[C:13]([S:15][C:16]3[CH:21]=[CH:20][CH:19]=[CH:18][N:17]=3)[CH:14]=2)=[CH:6][CH:5]=[N:4]1)[CH3:2]. Procedure: To a mixture of (S)-N-(3-(1-ethyl-1H-pyrazol-5-yloxy)-5-(pyridin-2-ylthio)pyridin-2-yl)-3-(2,2,5,5-tetramethyl-1,3-dioxolan-4-yl)-1,2,4-thiadiazol-5-amine (0.134 g, 0.255 mmol) in EtOH (5 ml) and water (0.227 ml, 0.255 mmol) was added concentrated HCl (0.0531 ml, 0.637 mmol) and the reaction heated at reflux for 5 hours. The reaction was concentrated to a residue that was partitioned between EtOAc and saturated aqueous NaHCO3 solution. The combined organic layers were dried over Na2SO4, filtered... The reactants are 50, N1(C=NC2=C1C=CC=C2)CCCCO (1H-benzimidazol-1-butanol), S(=O)(Cl)Cl (sulfinyl chloride). The solvent is ClC(Cl)Cl (trichloromethane). Run at time 3 hour. Yields the product 22, ClCCCCN1C=NC2=C1C=CC=C2 (1-(4-chlorobutyl)-1H-benzimidazole). Isolated yield 45.0%. RXN SMILES: [N:1]1([CH2:10][CH2:11][CH2:12][CH2:13]O)[C:5]2[CH:6]=[CH:7][CH:8]=[CH:9][C:4]=2[N:3]=[CH:2]1.S(Cl)([Cl:17])=O>ClC(Cl)Cl>[Cl:17][CH2:13][CH2:12][CH2:11][CH2:10][N:1]1[C:5]2[CH:6]=[CH:7][CH:8]=[CH:9][C:4]=2[N:3]=[CH:2]1. Procedure details: To a stirred mixture of 50 parts of 1H-benzimidazol-1-butanol and 375 parts of trichloromethane are added dropwise 35.2 parts of sulfinyl chloride. Upon completion, stirring is continued for 3 hours at reflux temperature. The reaction mixture is evaporated. The residue is taken up in trichloromethane. The whole is washed with ammonium hydroxide and the solvent is evaporated. The residue is purified by column-chromatography over silica gel using trichloromethane as eluent. The pure fractions are ... Procedure details: 4 M HCl in 1,4-dioxane (6 mL, 24 mmol) was added to a solution of tert-butyl 4-(4-(4-methoxyphenyl)thiazol-2-yl)-3-((pyridin-3-yloxy)methyl)piperazine-1-carboxylate di-TFA salt (199 mg, 0.280 mmol) in MeOH (1 mL). After 1 h, the reaction mixture was concentrated under reduced pressure and purified by HPLC (5 to 50% MeCN/0.1% TFA in H2O/0.1% TFA gradient). The fractions containing the desired product were brought to pH 12 with 1 N NaOH and were extracted with EtOAc (3×). The combined organics wer... Starting materials: Cl (HCl), O1CCOCC1 (1,4-dioxane), OC(=O)C(F)(F)F.OC(=O)C(F)(F)F.COC1=CC=C(C=C1)C=1N=C(SC1)N1C(CN(CC1)C(=O)OC(C)(C)C)COC=1C=NC=CC1 (tert-butyl 4-(4-(4-methoxyphenyl)thiazol-2-yl)-3-((pyridin-3-yloxy)methyl)piperazine-1-carboxylate di-TFA salt). Reaction conditions: time 1 hour. Yields the product Cl.COC1=CC=C(C=C1)C=1N=C(SC1)N1C(CNCC1)COC=1C=NC=CC1 (4-(4-methoxyphenyl)-2-(2-((pyridin-3-yloxy)methyl)piperazin-1-yl)thiazole hydrochloride). RXN SMILES: [ClH:1].O1CCOCC1.OC(C(F)(F)F)=O.OC(C(F)(F)F)=O.[CH3:22][O:23][C:24]1[CH:29]=[CH:28][C:27]([C:30]2[N:31]=[C:32]([N:35]3[CH2:40][CH2:39][N:38](C(OC(C)(C)C)=O)[CH2:37][CH:36]3[CH2:48][O:49][C:50]3[CH:51]=[N:52][CH:53]=[CH:54][CH:55]=3)[S:33][CH:34]=2)=[CH:26][CH:25]=1>CO>[ClH:1].[CH3:22][O:23][C:24]1[CH:25]=[CH:26][C:27]([C:30]2[N:31]=[C:32]([N:35]3[CH2:40][CH2:39][NH:38][CH2:37][CH:36]3[CH2:48][O:49][C:50]3[CH:51]=[N:52][CH:53]=[CH:54][CH:55]=3)[S:33][CH:34]=2)=[CH:28][CH:29]=1 |f:2.3.4,6.7|. Run in CO (MeOH).